From a dataset of the Open Reaction Database (ORD), a public repository of structured organic reaction records. describe an organic reaction: reactants, conditions, products, and yield Reactants: C=CCC(=O)N1C(C=C)CCCC1c1ccc(C(=O)OC)cc1, ClCCl. The product is COC(=O)c1ccc(C2CCCC3C=CCC(=O)N32)cc1. As a reaction SMILES: [C:1](=[O:2])([O:3][CH3:4])[c:5]1[cH:6][cH:7][c:8]([CH:11]2[N:12]([C:19]([CH2:20][CH:21]=[CH2:22])=[O:23])[CH:13]([CH:17]=[CH2:18])[CH2:14][CH2:15][CH2:16]2)[cH:9][cH:10]1.[CH2:24]([Cl:25])[Cl:26]>>[C:1](=[O:2])([O:3][CH3:4])[c:5]1[cH:6][cH:7][c:8]([CH:11]2[N:12]3[CH:13]([CH2:14][CH2:15][CH2:16]2)[CH:17]=[CH:18][CH2:20][C:19]3=[O:23])[cH:9][cH:10]1. The reactants are CC1CC(=O)C2CN(Cc3ccccc3)CC2C1, [Li]CCCC, CCCCCC, COC(C)(C)C, CN(C)CCN(C)C, COc1ccccc1, [Cl-], [NH4+], C1CCOC1. The product is COc1ccccc1C1(O)CC(C)CC2CN(Cc3ccccc3)CC21. RXN SMILES: [CH2:14]([c:15]1[cH:16][cH:17][cH:18][cH:19][cH:20]1)[N:21]1[CH2:22][CH:23]2[CH2:24][CH:25]([CH3:31])[CH2:26][C:27](=[O:30])[CH:28]2[CH2:29]1.[CH2:1]([Li:2])[CH2:3][CH2:4][CH3:5].[CH3:34][CH2:35][CH2:36][CH2:37][CH2:38][CH3:39].[CH3:40][O:41][C:42]([CH3:43])([CH3:44])[CH3:45].[CH3:46][N:47]([CH3:48])[CH2:49][CH2:50][N:51]([CH3:52])[CH3:53].[CH3:6][O:7][c:8]1[cH:9][cH:10][cH:11][cH:12][cH:13]1.[Cl-:32].[NH4+:33].[O:54]1[CH2:55][CH2:56][CH2:57][CH2:58]1>>[CH3:6][O:7][c:8]1[c:9]([C:27]2([OH:30])[CH2:26][CH:25]([CH3:31])[CH2:24][CH:23]3[CH2:22][N:21]([CH2:14][c:15]4[cH:16][cH:17][cH:18][cH:19][cH:20]4)[CH2:29][CH:28]32)[cH:10][cH:11][cH:12][cH:13]1. Starting materials: FC(OC=1C=C(C=CC1)S(=O)(=O)N1CCOC2=C1C=C(C=C2)C(=O)NC2=CC=C(C(=O)O)C=C2)F (4-{[4-(3-Difluoromethoxy-benzenesulfonyl)-3,4-dihydro-2H-benzo[1,4]oxazine-6-carbonyl]-amino}-benzoic acid), FC(OC=1C=C(C=CC1)S(=O)(=O)Cl)F (3-difluoromethoxy-benzenesulfonyl chloride). Product: C(C)OC(C1=CC=C(C=C1)NC(=O)C=1C=CC2=C(N(CCO2)S(=O)(=O)C2=CC(=CC=C2)OC(F)F)C1)=O (4-{[4-(3-difluoromethoxy-benzenesulfonyl)-3,4-dihydro-2H-benzo[1,4]oxazine-6-carbonyl]-amino}-benzoic acid ethyl ester). RXN SMILES: [F:1][CH:2]([F:35])[O:3][C:4]1[CH:5]=[C:6]([S:10]([N:13]2[C:18]3[CH:19]=[C:20]([C:23]([NH:25][C:26]4[CH:34]=[CH:33][C:29]([C:30]([OH:32])=[O:31])=[CH:28][CH:27]=4)=[O:24])[CH:21]=[CH:22][C:17]=3[O:16][CH2:15][CH2:14]2)(=[O:12])=[O:11])[CH:7]=[CH:8][CH:9]=1.FC(F)O[C:39]1C=C(S(Cl)(=O)=O)C=C[CH:44]=1>>[CH2:39]([O:31][C:30](=[O:32])[C:29]1[CH:28]=[CH:27][C:26]([NH:25][C:23]([C:20]2[CH:21]=[CH:22][C:17]3[O:16][CH2:15][CH2:14][N:13]([S:10]([C:6]4[CH:7]=[CH:8][CH:9]=[C:4]([O:3][CH:2]([F:1])[F:35])[CH:5]=4)(=[O:11])=[O:12])[C:18]=3[CH:19]=2)=[O:24])=[CH:34][CH:33]=1)[CH3:44]. Procedure details: 4-{[4-(3-Difluoromethoxy-benzenesulfonyl)-3,4-dihydro-2H-benzo[1,4]oxazine-6-carbonyl]-amino}-benzoic acid, MS (ISP): m/e=502.9 (M−H), was prepared as described for example 14, steps 1 to 8. Step 7 was performed using 3-difluoromethoxy-benzenesulfonyl chloride and yielded 4-{[4-(3-difluoromethoxy-benzenesulfonyl)-3,4-dihydro-2H-benzo[1,4]oxazine-6-carbonyl]-amino}-benzoic acid ethyl ester, which was hydrolyzed in step 8. Reactants: C(C)S(=O)(=O)N1CCC(CC1)C1=CNC2=C(C=C(C=C12)B1OC(C(O1)(C)C)(C)C)C(=O)N (3-[1-(ethylsulfonyl)-4-piperidinyl]-5-(4,4,5,5-tetramethyl-1,3,2-dioxaborolan-2-yl)-1H-indole-7-carboxamide), BrC1=CC=C2CCC(C2=C1)=O (6-bromo-2,3-dihydro-1H-inden-1-one), C([O-])([O-])=O.[K+].[K+] (potassium carbonate). Reagents/catalysts: C=1C=CC(=CC1)[P](C=2C=CC=CC2)(C=3C=CC=CC3)[Pd]([P](C=4C=CC=CC4)(C=5C=CC=CC5)C=6C=CC=CC6)([P](C=7C=CC=CC7)(C=8C=CC=CC8)C=9C=CC=CC9)[P](C=1C=CC=CC1)(C=1C=CC=CC1)C=1C=CC=CC1 (tetrakis), [Pd] (palladium (0)). Run in O1CCOCC1 (dioxane), O (H2O). Conditions: temperature 160 celsius. Product: C(C)S(=O)(=O)N1CCC(CC1)C1=CNC2=C(C=C(C=C12)C=1C=C2C(CCC2=CC1)=O)C(=O)N (3-[1-(ethylsulfonyl)-4-piperidinyl]-5-(3-oxo-2,3-dihydro-1H-inden-5-yl)-1H-indole-7-carboxamide). As a reaction SMILES: [CH2:1]([S:3]([N:6]1[CH2:11][CH2:10][CH:9]([C:12]2[C:20]3[C:15](=[C:16]([C:30]([NH2:32])=[O:31])[CH:17]=[C:18](B4OC(C)(C)C(C)(C)O4)[CH:19]=3)[NH:14][CH:13]=2)[CH2:8][CH2:7]1)(=[O:5])=[O:4])[CH3:2].Br[C:34]1[CH:42]=[C:41]2[C:37]([CH2:38][CH2:39][C:40]2=[O:43])=[CH:36][CH:35]=1.C(=O)([O-])[O-].[K+].[K+]>O1CCOCC1.O.C1C=CC([P]([Pd]([P](C2C=CC=CC=2)(C2C=CC=CC=2)C2C=CC=CC=2)([P](C2C=CC=CC=2)(C2C=CC=CC=2)C2C=CC=CC=2)[P](C2C=CC=CC=2)(C2C=CC=CC=2)C2C=CC=CC=2)(C2C=CC=CC=2)C2C=CC=CC=2)=CC=1.[Pd]>[CH2:1]([S:3]([N:6]1[CH2:11][CH2:10][CH:9]([C:12]2[C:20]3[C:15](=[C:16]([C:30]([NH2:32])=[O:31])[CH:17]=[C:18]([C:34]4[CH:42]=[C:41]5[C:37](=[CH:36][CH:35]=4)[CH2:38][CH2:39][C:40]5=[O:43])[CH:19]=3)[NH:14][CH:13]=2)[CH2:8][CH2:7]1)(=[O:4])=[O:5])[CH3:2] |f:2.3.4,^1:60,62,81,100|. Procedure details: To a solution of 3-[1-(ethylsulfonyl)-4-piperidinyl]-5-(4,4,5,5-tetramethyl-1,3,2-dioxaborolan-2-yl)-1H-indole-7-carboxamide (200 mg, 0.434 mmol) in dioxane (3.0 mL) and H2O (1.0 mL) was added 6-bromo-2,3-dihydro-1H-inden-1-one (274 mg, 1.30 mmol), and potassium carbonate (360 mg, 2.60 mmol) in a microwave tube. The reaction mixture was degassed for 5 min before the addition of tetrakis (triphenylphosphosphine) palladium (0) (50 mg, 0.043 mmol). The reaction was then heated in the microwave for ... The reactants are C(C)OC(=O)C=1C=2C=CC(=NC2C=CC1)CP(=O)(OCC)OCC (Ethyl-2-[(diethoxyphosphoryl]methyl)quinoline-5-carboxylate), C(=O)C=1N=C2N(N=CC=C2N2CCOCC2)C1C1=CC=C(C#N)C=C1 (4-(2-Formyl-8-morpholinoimidazo[1,2-b]pyridazin-3-yl)benzonitrile). Yields the product C(#N)C1=CC=C(C=C1)C1=C(N=C2N1N=CC=C2N2CCOCC2)/C=C/C2=NC=1C=CC=C(C1C=C2)C(=O)O ((E)-2-(2-(3-(4-cyanophenyl)-8-morpholinoimidazo[1,2-b]pyridazin-2-yl)vinyl)quinoline-5-carboxylic acid). Reaction SMILES: C([O:3][C:4]([C:6]1[C:7]2[CH:8]=[CH:9][C:10]([CH2:16]P(OCC)(OCC)=O)=[N:11][C:12]=2[CH:13]=[CH:14][CH:15]=1)=[O:5])C.[CH:25]([C:27]1[N:28]=[C:29]2[C:34]([N:35]3[CH2:40][CH2:39][O:38][CH2:37][CH2:36]3)=[CH:33][CH:32]=[N:31][N:30]2[C:41]=1[C:42]1[CH:49]=[CH:48][C:45]([C:46]#[N:47])=[CH:44][CH:43]=1)=O>>[C:46]([C:45]1[CH:48]=[CH:49][C:42]([C:41]2[N:30]3[N:31]=[CH:32][CH:33]=[C:34]([N:35]4[CH2:40][CH2:39][O:38][CH2:37][CH2:36]4)[C:29]3=[N:28][C:27]=2/[CH:25]=[CH:16]/[C:10]2[CH:9]=[CH:8][C:7]3[C:6]([C:4]([OH:3])=[O:5])=[CH:15][CH:14]=[CH:13][C:12]=3[N:11]=2)=[CH:43][CH:44]=1)#[N:47]. Procedure details: Compound 73d (55.0 mg, 0.165 mmol) was reacted under Horner-Emmons coupling conditions with compound 76a (58.0 mg, 0.165 mmol) using the procedures described in Example 74, Step B to afford compound 76b. Mass spectrum (LCMS, ESI pos.) Calcd. For C29H22N6O3: 503.2 (M+H). found 503.2.